This data is from the Open Reaction Database (ORD), a public repository of structured organic reaction records. The task is: describe an organic reaction: reactants, conditions, products, and yield The reactants are [Cl-].[Na+] (sodium chloride), C1OC2(CC3=CC[C@H]4[C@@H]5CCC([C@@]5(C)C[C@@H]([C@@H]4[C@H]3CC2)C2=CC=C(C=C2)OS(=O)(=O)C(F)(F)F)=O)OC1 (3,3-(ethylenedioxy)-11β-(4-trifluoromethylsulfonyloxyphenyl)-5-estren-17-one), palladiumtetrakistriphenylphosphine, [Cl-].[Li+] (lithium chloride), C([O-])([O-])=O.[Na+].[Na+] (sodium carbonate), C(C)B(C=1C=NC=CC1)CC (diethyl(3-pyridyl)borane). Solvent: C1(=CC=CC=C1)C (toluene), C(C)O (ethanol). Conditions: temperature 110 celsius, time 1 hour. Yields the product C1OC2(CC3=CC[C@H]4[C@@H]5CCC([C@@]5(C)CC([C@@H]4[C@H]3CC2)C2=CC=C(C=C2)C=2C=NC=CC2)=O)OC1 (3,3-(ethylenedioxy)-11-[4-(3-pyridyl)phenyl]-5-estren-17-one), C1OC2(CC3=CC[C@H]4[C@@H]5CCC([C@@]5(C)CC([C@@H]4[C@H]3CC2)C2=CC=C(C=C2)CC)=O)OC1 (3,3-(ethylenedioxy)-11-(4-ethylphenyl)-5-estren-17-one). Reaction SMILES: [CH2:1]1[CH2:37][O:36][C:3]2([CH2:20][CH2:19][C@H:18]3[C:5](=[CH:6][CH2:7][C@@H:8]4[C@@H:17]3[C@@H:16]([C:21]3[CH:26]=[CH:25][C:24](OS(C(F)(F)F)(=O)=O)=[CH:23][CH:22]=3)[CH2:15][C@@:13]3([CH3:14])[C@H:9]4[CH2:10][CH2:11][C:12]3=[O:35])[CH2:4]2)[O:2]1.[Cl-].[Li+].C(=O)([O-])[O-].[Na+].[Na+].[CH2:46](B(CC)[C:49]1[CH:50]=[N:51][CH:52]=[CH:53][CH:54]=1)[CH3:47].[Cl-].[Na+]>C1(C)C=CC=CC=1.C(O)C>[CH2:37]1[CH2:1][O:2][C:3]2([CH2:20][CH2:19][C@H:18]3[C:5](=[CH:6][CH2:7][C@@H:8]4[C@@H:17]3[CH:16]([C:21]3[CH:26]=[CH:25][C:24]([C:49]5[CH:50]=[N:51][CH:52]=[CH:53][CH:54]=5)=[CH:23][CH:22]=3)[CH2:15][C@@:13]3([CH3:14])[C@H:9]4[CH2:10][CH2:11][C:12]3=[O:35])[CH2:4]2)[O:36]1.[CH2:1]1[CH2:37][O:36][C:3]2([CH2:20][CH2:19][C@H:18]3[C:5](=[CH:6][CH2:7][C@@H:8]4[C@@H:17]3[CH:16]([C:21]3[CH:22]=[CH:23][C:24]([CH2:46][CH3:47])=[CH:25][CH:26]=3)[CH2:15][C@@:13]3([CH3:14])[C@H:9]4[CH2:10][CH2:11][C:12]3=[O:35])[CH2:4]2)[O:2]1 |f:1.2,3.4.5,7.8|. Procedure details: 4.92 g (9.1 mmol) of 3,3-(ethylenedioxy)-11β-(4-trifluoromethylsulfonyloxyphenyl)-5-estren-17-one is dissolved in a mixture of 80 ml of toluene and 35 ml of ethanol and mixed in succession with 0.53 g of palladiumtetrakistriphenylphosphine, 0.77 g of lithium chloride, 11 ml of 2 molar sodium carbonate solution and 1.47 g (10 mmol) of diethyl(3-pyridyl)borane. The reaction mixture is then stirred for one hour at 110° C., cooled to room temperature and mixed with saturated sodium chloride solution... The reactants are C(#N)[BH3-].[Na+] (sodium cyanoborohydride), C1CCOC1 (THF), FC=1C=C(OC2=CC(=NC=C2)C2=CC(=CN2)C(=O)NCC=O)C=CC1NC(=O)NC1=C(C=CC(=C1)C)F (5-{4-[3-fluoro-4-({[(2-fluoro-5-methylphenyl)amino]carbonyl}amino)phenoxy]pyridin-2-yl}-N-(2-oxoethyl)-1H-pyrrole-3-carboxamide), C(C)OC(=O)N1CCNCC1 (1-ethoxycarbonylpiperazine), C(C)(=O)O (acetic acid). The solvent is O (water), CN(C)C=O (DMF). Reaction conditions: time 60 minute. Product: FC=1C=C(OC2=CC(=NC=C2)C2=CC(=CN2)C(=O)NCCN2CCN(CC2)C(=O)OCC)C=CC1NC(=O)NC1=C(C=CC(=C1)C)F (ethyl 4-(2-{[(5-{4-[3-fluoro-4-({[(2-fluoro-5-methylphenyl)amino]carbonyl}amino)phenoxy]pyridin-2-yl}-1H-pyrrol-3-yl)carbonyl]amino}ethyl)piperazine-1-carboxylate). Reaction SMILES: [F:1][C:2]1[CH:3]=[C:4]([CH:23]=[CH:24][C:25]=1[NH:26][C:27]([NH:29][C:30]1[CH:35]=[C:34]([CH3:36])[CH:33]=[CH:32][C:31]=1[F:37])=[O:28])[O:5][C:6]1[CH:11]=[CH:10][N:9]=[C:8]([C:12]2[NH:16][CH:15]=[C:14]([C:17]([NH:19][CH2:20][CH:21]=O)=[O:18])[CH:13]=2)[CH:7]=1.[CH2:38]([O:40][C:41]([N:43]1[CH2:48][CH2:47][NH:46][CH2:45][CH2:44]1)=[O:42])[CH3:39].C(O)(=O)C.C([BH3-])#N.[Na+].C1COCC1>CN(C=O)C.O>[F:1][C:2]1[CH:3]=[C:4]([CH:23]=[CH:24][C:25]=1[NH:26][C:27]([NH:29][C:30]1[CH:35]=[C:34]([CH3:36])[CH:33]=[CH:32][C:31]=1[F:37])=[O:28])[O:5][C:6]1[CH:11]=[CH:10][N:9]=[C:8]([C:12]2[NH:16][CH:15]=[C:14]([C:17]([NH:19][CH2:20][CH2:21][N:46]3[CH2:45][CH2:44][N:43]([C:41]([O:40][CH2:38][CH3:39])=[O:42])[CH2:48][CH2:47]3)=[O:18])[CH:13]=2)[CH:7]=1 |f:3.4|. Procedure details: To a stirred solution of 5-{4-[3-fluoro-4-({[(2-fluoro-5-methylphenyl)amino]carbonyl}amino)phenoxy]pyridin-2-yl}-N-(2-oxoethyl)-1H-pyrrole-3-carboxamide (200 mg, 0.40 mmol) and 1-ethoxycarbonylpiperazine (158 mg, 1.0 mmol) in anhydrous DMF (10 ml) was added acetic acid (10 mg, 0.17 mmol). The mixture was stirred under nitrogen for 60 minutes, followed by addition of 1M sodium cyanoborohydride solution in THF (1.0 ml, 1.0 mmol). The reaction mixture was stirred for another hour, and poured into 1... The yield is 38.0%. Reaction conditions: time 20 minute. Product: CN(C1=CC=NC=C1)C (4-(Dimethylamino)pyridine), colorless oil. RXN SMILES: [C:1](C1CCC(CCC2C=CC(CCC)=CC=2)(C(OC(C)(C)C)=O)C=1)(OCC)=O.[H-].[Na+].C(C(CCC1C=CC(CCC)=CC=1)C(OC(C)(C)C)=O)=O.F[B-](F)(F)F.C(C1([P+](C2C=CC=CC=2)(C2C=CC=CC=2)C2C=CC=CC=2)CC1)(OCC)=O.[CH3:84][N:85]1[CH2:90][CH2:89][CH2:88][N:87]([CH3:91])[C:86]1=O>>[CH3:86][N:87]([CH3:91])[C:88]1[CH:89]=[CH:90][N:85]=[CH:84][CH:1]=1 |f:1.2,4.5|. Procedure details: ##STR28## tert-Butyl 3-carbethoxy-1-(2-(4-propylphenyl)ethyl)-2-cyclopentene-1-carboxylate. Sodium hydride (16 mg of 60% oil dispersion, 0.40 mmol) was added to a solution of 102 mg (0.35 mmol) of tert-butyl 2-formyl-4-(4-propylphenyl)butanoate in 1,3-dimethyl-3,4,5,6-tetrahydro-2(1H)-pyrimidinone (1.5 mL). After 20 min., 1-carboethoxycyclopropyl triphenylphosphonium tetrafluoroborate (193 mg, 0.42 mmol) was added to the pale yellow solution and stirring was continued overnight at room temperatu... Starting materials: F[B-](F)(F)F.C(=O)(OCC)C1(CC1)[P+](C1=CC=CC=C1)(C1=CC=CC=C1)C1=CC=CC=C1 (1-carboethoxycyclopropyl triphenylphosphonium tetrafluoroborate), C(=O)(OCC)C1=CC(CC1)(C(=O)OC(C)(C)C)CCC1=CC=C(C=C1)CCC (tert-Butyl 3-carbethoxy-1-(2-(4-propylphenyl)ethyl)-2-cyclopentene-1-carboxylate), [H-].[Na+] (Sodium hydride), C(=O)C(C(=O)OC(C)(C)C)CCC1=CC=C(C=C1)CCC (tert-butyl 2-formyl-4-(4-propylphenyl)butanoate), CN1C(N(CCC1)C)=O (1,3-dimethyl-3,4,5,6-tetrahydro-2(1H)-pyrimidinone). Reactants: C1(=CC=CC=C1)C=1C=C(C=CC1)C (3-phenyltoluene), BrN1C(CCC1=O)=O (N-bromosuccinimide). Reagents/catalysts: C(C1=CC=CC=C1)(=O)OOC(C1=CC=CC=C1)=O (benzoyl peroxide). Solvent: C(Cl)(Cl)(Cl)Cl (carbon tetrachloride). The product is BrCC=1C=C(C=CC1)C1=CC=CC=C1 (3-(bromomethyl)biphenyl). Isolated yield 45.1%. As a reaction SMILES: [C:1]1([C:7]2[CH:8]=[C:9]([CH3:13])[CH:10]=[CH:11][CH:12]=2)[CH:6]=[CH:5][CH:4]=[CH:3][CH:2]=1.[Br:14]N1C(=O)CCC1=O>C(Cl)(Cl)(Cl)Cl.C(OOC(=O)C1C=CC=CC=1)(=O)C1C=CC=CC=1>[Br:14][CH2:13][C:9]1[CH:8]=[C:7]([C:1]2[CH:2]=[CH:3][CH:4]=[CH:5][CH:6]=2)[CH:12]=[CH:11][CH:10]=1. Procedure: p-tert-butylbenzoic acid (10.1 g) and thionyl chloride (20.2 g) were mixed with 100 ml of chloroform, followed by heating under reflux for 5 hours. After the solvent and the remaining thionyl chloride were distilled off under reduced pressure, the residue was dissolved in 10 ml of chloroform. The resulting chloroform solution was added dropwise to 17 ml of a 40% solution of methylamine in methanol under ice cooling. The temperature of the resulting mixture was allowed to rise to room temperature... Starting materials: O=C1CCC(=O)N1Cl, ClCCl, Cc1cc(C)c(Oc2nc(Nc3ccc(C#N)cc3)nc3ccn(C)c23)c(C)c1. Product: Cc1cc(C)c(Oc2nc(Nc3ccc(C#N)cc3)nc3c(Cl)cn(C)c23)c(C)c1. As a reaction SMILES: [Cl:30][N:31]1[C:32](=[O:33])[CH2:34][CH2:35][C:36]1=[O:37].[Cl:38][CH2:39][Cl:40].[c:1]1([CH3:29])[c:2]([O:9][c:10]2[c:11]3[c:12]([n:13][c:14]([NH:16][c:17]4[cH:18][cH:19][c:20]([C:21]#[N:22])[cH:23][cH:24]4)[n:15]2)[cH:25][cH:26][n:27]3[CH3:28])[c:3]([CH3:8])[cH:4][c:5]([CH3:7])[cH:6]1>>[c:1]1([CH3:29])[c:2]([O:9][c:10]2[c:11]3[c:12]([n:13][c:14]([NH:16][c:17]4[cH:18][cH:19][c:20]([C:21]#[N:22])[cH:23][cH:24]4)[n:15]2)[c:25]([Cl:30])[cH:26][n:27]3[CH3:28])[c:3]([CH3:8])[cH:4][c:5]([CH3:7])[cH:6]1. Reactants: CCCCCN, CCOC(=O)c1cccc(Cc2c(C)nc(N)nc2Cl)c1, CN1CCCC1=O, CCOC(C)=O, [Na+], O=C([O-])O. The product is CCCCCNc1nc(N)nc(C)c1Cc1cccc(C(=O)OCC)c1. Reaction SMILES: [CH2:1]([CH2:2][CH2:3][CH2:4][CH3:5])[NH2:6].[CH2:7]([CH3:8])[O:9][C:10]([c:11]1[cH:12][c:13]([CH2:17][c:18]2[c:19]([Cl:26])[n:20][c:21]([NH2:25])[n:22][c:23]2[CH3:24])[cH:14][cH:15][cH:16]1)=[O:27].[CH3:28][N:29]1[CH2:30][CH2:31][CH2:32][C:33]1=[O:34].[CH3:35][CH2:36][O:37][C:38]([CH3:39])=[O:40].[Na+:45].[O-:41][C:42]([OH:43])=[O:44]>>[CH2:1]([CH2:2][CH2:3][CH2:4][CH3:5])[NH:6][c:19]1[c:18]([CH2:17][c:13]2[cH:12][c:11]([C:10]([O:9][CH2:7][CH3:8])=[O:27])[cH:16][cH:15][cH:14]2)[c:23]([CH3:24])[n:22][c:21]([NH2:25])[n:20]1. The reactants are COC=1C(=NC=NC1)N1CCN(CC1)CCCC1=CN(C2=CC=C(C=C12)C=1C(C(C1NC(C)(C)C)=O)=O)[Si](C(C)C)(C(C)C)C(C)C (3-[3-[4-(5-methoxy-4-pyrimidyl)-1-piperazinyl]propyl]-5-(1,2-dioxo-4-t-butylamino-3-cyclobuten-3-yl)-1-triisopropylsilylindole). Run in C(C)#N (acetonitrile). Conditions: time 2 hour. Yields the product COC=1C(=NC=NC1)N1CCN(CC1)CCCC1=CNC2=CC=C(C=C12)C=1C(C(C1NC(C)(C)C)=O)=O (3-[3-[4-(5-Methoxy-4-pyrimidyl)-1-piperazinyl]propyl]-5-(1,2-dioxo-4-t-butylamino-3-cyclobuten-3-yl)-1H-indole). Isolated yield 94.2%. RXN SMILES: [CH3:1][O:2][C:3]1[C:4]([N:9]2[CH2:14][CH2:13][N:12]([CH2:15][CH2:16][CH2:17][C:18]3[C:26]4[C:21](=[CH:22][CH:23]=[C:24]([C:27]5[C:28](=[O:37])[C:29](=[O:36])[C:30]=5[NH:31][C:32]([CH3:35])([CH3:34])[CH3:33])[CH:25]=4)[N:20]([Si](C(C)C)(C(C)C)C(C)C)[CH:19]=3)[CH2:11][CH2:10]2)=[N:5][CH:6]=[N:7][CH:8]=1>C(#N)C>[CH3:1][O:2][C:3]1[C:4]([N:9]2[CH2:10][CH2:11][N:12]([CH2:15][CH2:16][CH2:17][C:18]3[C:26]4[C:21](=[CH:22][CH:23]=[C:24]([C:27]5[C:28](=[O:37])[C:29](=[O:36])[C:30]=5[NH:31][C:32]([CH3:33])([CH3:34])[CH3:35])[CH:25]=4)[NH:20][CH:19]=3)[CH2:13][CH2:14]2)=[N:5][CH:6]=[N:7][CH:8]=1. Procedure: To a solution of 3-[3-[4-(5-methoxy-4-pyrimidyl)-1-piperazinyl]propyl]-5-(1,2-dioxo-4-t-butylamino-3-cyclobuten-3-yl)-1-triisopropylsilylindole (0.294 g, 0.45 mmol) in 10 mL of acetonitrile was added 48% HF (32 μL, 0.90 mmol) and the mixture was stirred at room temperature for 2 h. The resulting mixture was evaporated and the residue was partitioned between saturated aqueous NaHCO3 and ethyl acetate. The organic phase was separated and the aqueous phase was back-extracted with ethyl acetate. The... Reactants: CC1=CC(=NC=C1)NC1=CC=CC(=N1)C1=CN=C(O1)NCC1=CC=NC=C1 (5-[6-(4-methylpyridin-2-ylamino)pyridin-2-yl]-N-(pyridin-4-ylmethyl)oxazol-2-amine), ClC=1OC=CN1 (chlorooxazole), COC1=CC=C(CN)C=C1 (4-methoxybenzylamine). Solvent: CC(C)O (iPrOH). Product: COC1=CC=C(CNC=2OC(=CN2)C2=NC(=CC=C2)NC2=NC=CC(=C2)C)C=C1 (N-(4-Methoxybenzyl)-5-[6-(4-methylpyridin-2-ylamino)pyridin-2-yl]oxazol-2-amine). Reaction SMILES: [CH3:1][C:2]1[CH:7]=[CH:6][N:5]=[C:4]([NH:8][C:9]2[N:14]=[C:13]([C:15]3[O:19][C:18]([NH:20][CH2:21][C:22]4[CH:27]=[CH:26]N=[CH:24][CH:23]=4)=[N:17][CH:16]=3)[CH:12]=[CH:11][CH:10]=2)[CH:3]=1.Cl[C:29]1[O:30][CH:31]=CN=1.COC1C=CC(CN)=CC=1>CC(O)C>[CH3:29][O:30][C:31]1[CH:26]=[CH:27][C:22]([CH2:21][NH:20][C:18]2[O:19][C:15]([C:13]3[CH:12]=[CH:11][CH:10]=[C:9]([NH:8][C:4]4[CH:3]=[C:2]([CH3:1])[CH:7]=[CH:6][N:5]=4)[N:14]=3)=[CH:16][N:17]=2)=[CH:23][CH:24]=1. Procedure details: Prepared as for 5-[6-(4-methylpyridin-2-ylamino)pyridin-2-yl]-N-(pyridin-4-ylmethyl)oxazol-2-amine above from the chlorooxazole and 4-methoxybenzylamine in iPrOH. 1H NMR (300 MHz, DMSO-d6) δ 9.60 (s, 1H), 8.18-8.00 (m, 2H), 7.75 (s, 1H), 7.63 (t, J=7.9 Hz, 1H), 7.45 (d, J=8.3 Hz, 1H), 7.38-7.24 (m, 3H), 6.95-6.86 (m, 3H), 6.73 (d, J=5.0 Hz, 1H), 4.37 (d, J=5.9 Hz, 2H), 3.72 (s, 3H), 2.30 (s, 3H). (ESI+) m/z 388 (M+H)+. Starting materials: O=C([O-])[O-], ClCCl, CN(C)C=O, O=C1CN=C(c2ccccc2)c2cccc(Cl)c2N1, [Cs+], [Cs+], FC(F)(F)CI. Product: O=C1CN=C(c2ccccc2)c2cccc(Cl)c2N1CC(F)(F)F. Reaction SMILES: [C:1](=[O:2])([O-:3])[O-:4].[CH2:32]([Cl:33])[Cl:34].[CH3:35][N:36]([CH3:37])[CH:38]=[O:39].[Cl:7][c:8]1[cH:9][cH:10][cH:11][c:12]2[c:18]1[NH:17][C:16](=[O:19])[CH2:15][N:14]=[C:13]2[c:20]1[cH:21][cH:22][cH:23][cH:24][cH:25]1.[Cs+:5].[Cs+:6].[F:26][C:27]([CH2:28][I:29])([F:30])[F:31]>>[Cl:7][c:8]1[cH:9][cH:10][cH:11][c:12]2[c:18]1[N:17]([CH2:28][C:27]([F:26])([F:30])[F:31])[C:16](=[O:19])[CH2:15][N:14]=[C:13]2[c:20]1[cH:21][cH:22][cH:23][cH:24][cH:25]1. Starting materials: C=1C=CN2C1CNC1=C(C2)C=CC=C1 (10,11-dihydro-5H-pyrrolo[2,1-c][1,4]benzodiazepine), C(C)(C)N(CC)C(C)C (diisopropylethylamine), ClC1=C(C(=O)Cl)C=CC(=C1)C#N (2-chloro-4-cyanobenzoyl chloride). The solvent is ClCCl (dichloromethane), ClCCl (dichloromethane). Conditions: time 1 hour. Product: ClC=1C=C(C#N)C=CC1C(=O)N1CC=2N(CC3=C1C=CC=C3)C=CC2 (3-Chloro-4-(5H,11H-pyrrolo[2,1-c][1,4]benzodiazepine-10-carbonyl)-benzonitrile). RXN SMILES: [CH:1]1[CH:2]=[CH:3][N:4]2[CH2:10][C:9]3[CH:11]=[CH:12][CH:13]=[CH:14][C:8]=3[NH:7][CH2:6][C:5]=12.C(N(C(C)C)CC)(C)C.[Cl:24][C:25]1[CH:33]=[C:32]([C:34]#[N:35])[CH:31]=[CH:30][C:26]=1[C:27](Cl)=[O:28]>ClCCl>[Cl:24][C:25]1[CH:33]=[C:32]([CH:31]=[CH:30][C:26]=1[C:27]([N:7]1[C:8]2[CH:14]=[CH:13][CH:12]=[CH:11][C:9]=2[CH2:10][N:4]2[CH:3]=[CH:2][CH:1]=[C:5]2[CH2:6]1)=[O:28])[C:34]#[N:35]. Procedure details: To a stirred suspension of 10,11-dihydro-5H-pyrrolo[2,1-c][1,4]benzodiazepine (7.32 g) and diisopropylethylamine (13.6 ml) in dichloromethane (35 ml) was added under nitrogen the cloudy solution of 2-chloro-4-cyanobenzoyl chloride. After one hour at room temperature, the mixture was diluted with dichloromethane and washed sequentially with water, 5% sodium bicarbonate, and 50% saturated brine, After drying over anhydrous sodium sulfate, the solvent was removed in vacuo to afford a crude product ...